Dataset: the Open Reaction Database (ORD), a public repository of structured organic reaction records. Task: describe an organic reaction: reactants, conditions, products, and yield The reactants are CCOc1cc(=O)oc2cc(O)ccc12, OCCCN1CCN(Cc2ccccc2)CC1, CCO. The product is CCOc1cc(=O)oc2cc(OCCCN3CCN(Cc4ccccc4)CC3)ccc12. Reaction SMILES: [CH2:18]([CH3:19])[O:20][c:21]1[cH:22][c:23](=[O:32])[o:24][c:25]2[cH:26][c:27]([OH:31])[cH:28][cH:29][c:30]12.[CH2:1]([c:2]1[cH:3][cH:4][cH:5][cH:6][cH:7]1)[N:8]1[CH2:9][CH2:10][N:11]([CH2:14][CH2:15][CH2:16][OH:17])[CH2:12][CH2:13]1.[CH3:33][CH2:34][OH:35]>>[CH2:1]([c:2]1[cH:3][cH:4][cH:5][cH:6][cH:7]1)[N:8]1[CH2:9][CH2:10][N:11]([CH2:14][CH2:15][CH2:16][O:17][c:27]2[cH:26][c:25]3[o:24][c:23](=[O:32])[cH:22][c:21]([O:20][CH2:18][CH3:19])[c:30]3[cH:29][cH:28]2)[CH2:12][CH2:13]1. Starting materials: CC1(C)C(=O)N(Br)C(=O)N1Br, CC(=O)O, [K+], [K+], CC(C)(C)OC(=O)N1CC(Cc2ccc3c(N)ncnn23)C1, O=C([O-])[O-], CN(C)C=O. Yields the product CC(C)(C)OC(=O)N1CC(Cc2cc(Br)c3c(N)ncnn23)C1. As a reaction SMILES: [Br:23][N:24]1[C:25]([CH3:26])([CH3:27])[C:28](=[O:29])[N:30]([Br:31])[C:32]1=[O:33].[C:45]([OH:46])(=[O:47])[CH3:48].[K+:34].[K+:35].[NH2:1][c:2]1[n:3][cH:4][n:5][n:6]2[c:7]1[cH:8][cH:9][c:10]2[CH2:11][CH:12]1[CH2:13][N:14]([C:16](=[O:17])[O:18][C:19]([CH3:20])([CH3:21])[CH3:22])[CH2:15]1.[O-:36][C:37]([O-:38])=[O:39].[O:40]=[CH:41][N:42]([CH3:43])[CH3:44]>>[NH2:1][c:2]1[n:3][cH:4][n:5][n:6]2[c:7]1[c:8]([Br:23])[cH:9][c:10]2[CH2:11][CH:12]1[CH2:13][N:14]([C:16](=[O:17])[O:18][C:19]([CH3:20])([CH3:21])[CH3:22])[CH2:15]1.